From a dataset of the Open Reaction Database (ORD), a public repository of structured organic reaction records. describe an organic reaction: reactants, conditions, products, and yield Starting materials: C1(=CC=CC=C1)C1(CCN(CC1)CCC#N)C1=CC=CC=C1 (3-(4,4-diphenylpiperidin-1-yl)propionitrile), [OH-].[Na+] (NaOH), Cl (HCl). The solvent is C1CCOC1 (THF), C1CCOC1 (THF). Reaction conditions: time 1 hour. The product is NCCCN1CCC(CC1)(C1=CC=CC=C1)C1=CC=CC=C1 (1-(3-Aminopropyl)-4,4-diphenylpiperidine). Reaction SMILES: [C:1]1([C:7]2([C:17]3[CH:22]=[CH:21][CH:20]=[CH:19][CH:18]=3)[CH2:12][CH2:11][N:10]([CH2:13][CH2:14][C:15]#[N:16])[CH2:9][CH2:8]2)[CH:6]=[CH:5][CH:4]=[CH:3][CH:2]=1.Cl.[OH-].[Na+]>C1COCC1>[NH2:16][CH2:15][CH2:14][CH2:13][N:10]1[CH2:11][CH2:12][C:7]([C:17]2[CH:18]=[CH:19][CH:20]=[CH:21][CH:22]=2)([C:1]2[CH:2]=[CH:3][CH:4]=[CH:5][CH:6]=2)[CH2:8][CH2:9]1 |f:2.3|. Reported procedure: To a stirred solution of 3-(4,4-diphenylpiperidin-1-yl)propionitrile (2.00 g, 6.89 mmol, 1.0 equiv) in anhydrous THF (20 mL) under argon was added a solution of BH3 in THF (1.0M, 24.1 mL, 24 mmol, 3.5 equiv) at room temperature. The mixture was refluxed for 4.5 hours and then cooled to room temperature. Aqueous HCl (6N, 50 mL) was added and stirring was continued for 1 hour. The mixture was basified to pH 9 by addition of 6N aq. NaOH, extracted 3 times with CH2Cl2, dried over MgSO4 and concentra... Reactants: CC1(C)Oc2ccc(C#N)cc2C(O)C1Br, CC(=O)SCC(C)C(=O)Cl, ClCCCl, c1ccncc1. Product: CC(=O)SCC(C)C(=O)OC1c2cc(C#N)ccc2OC(C)(C)C1Br. RXN SMILES: [Br:1][CH:2]1[C:3]([CH3:15])([CH3:16])[O:4][c:5]2[c:6]([cH:9][c:10]([C:13]#[N:14])[cH:11][cH:12]2)[CH:7]1[OH:8].[C:21]([CH3:22])(=[O:23])[S:24][CH2:25][CH:26]([C:27](=[O:28])[Cl:29])[CH3:30].[CH2:17]([Cl:18])[CH2:19][Cl:20].[cH:31]1[cH:32][cH:33][n:34][cH:35][cH:36]1>>[Br:1][CH:2]1[C:3]([CH3:15])([CH3:16])[O:4][c:5]2[c:6]([cH:9][c:10]([C:13]#[N:14])[cH:11][cH:12]2)[CH:7]1[O:8][C:27]([CH:26]([CH2:25][S:24][C:21]([CH3:22])=[O:23])[CH3:30])=[O:28]. The reactants are CI (Methyl iodide), C(C)OC([C@H]1N(CCC1)C(CCS)=O)=O (1-(3-mercaptopropanoyl)-L-proline ethyl ester), [Na] (sodium). Solvent: C(C)O (ethanol). Run at time 8 hour. Product: CSCCC(=O)N1[C@H](C(=O)O)CCC1 (1-(3-methylthiopropanoyl)-L-proline). Reaction SMILES: [CH3:1]I.C([O:5][C:6](=[O:17])[C@@H:7]1[CH2:11][CH2:10][CH2:9][N:8]1[C:12](=[O:16])[CH2:13][CH2:14][SH:15])C.[Na]>C(O)C>[CH3:1][S:15][CH2:14][CH2:13][C:12]([N:8]1[CH2:9][CH2:10][CH2:11][C@H:7]1[C:6]([OH:5])=[O:17])=[O:16] |^1:17|. Procedure: Methyl iodide (71 g) is added to a solution of 1-(3-mercaptopropanoyl)-L-proline ethyl ester (115 g) and sodium (11.5 g) in ethanol (400 ml). The reaction is allowed to proceed overnight, the ethanol is removed in vacuo and the residue is dissolved in a mixture of ethyl acetate and water. The organic layer is dried and concentrated to dryness in vacuo. The resulting 1-(3-methylthiopropanoyl)-L-proline ethyl ester (98 g) is suspended in a mixture of methanol (200 ml) and 5 N sodium hydroxide (200...